Dataset: the Open Reaction Database (ORD), a public repository of structured organic reaction records. Task: describe an organic reaction: reactants, conditions, products, and yield Reactants: C([O-])(O)=O.[Na+] (sodium bicarbonate), C(C)(=O)O[BH-](OC(C)=O)OC(C)=O.[Na+] (sodium triacetoxyborohydride), C(C)(=O)O (acetic acid), ClC=1C=C(N)C=CC1 (3-chloroaniline), ClCCCl (1,2-dichloroethane). Solvent: ClCCl (dichloromethane). Reaction conditions: time 8 hour. The product is ClC=1C=C(C=CC1)NCC1CC1 ((3-chloro-phenyl)-cyclopropylmethyl-amine). Isolated yield 60.0%. RXN SMILES: ClC1C=[C:4]([CH:6]=[CH:7][CH:8]=1)[NH2:5].C(O[BH-](O[C:19](=O)[CH3:20])OC(=O)C)(=O)C.[Na+].[C:23](O)(=O)[CH3:24].C(=O)(O)[O-].[Na+].Cl[CH2:33][CH2:34][Cl:35]>ClCCl>[Cl:35][C:34]1[CH:23]=[C:24]([NH:5][CH2:4][CH:6]2[CH2:7][CH2:8]2)[CH:19]=[CH:20][CH:33]=1 |f:1.2,4.5|. Procedure: To a solution of 3-chloroaniline (1.27 g, 10 mmol) in 1,2-dichloroethane (20 ml) were added molecular sieves (4 g, size 0.4 nM) and cyclopropanecarboxyaldehyde (0.7 g, 10 mmol). After stirring the mixture for 5 min at room temperature sodium triacetoxyborohydride (3.18 g, 15 mmol) and acetic acid (0.6 g, 10 mmol) were added. The reaction mixture was stirred at room temperature overnight. For workup dichloromethane (100 ml) and 1 M sodium bicarbonate solution (40 ml) were added and the mixture wa... The reactants are Cl, COc1ccc(-c2cc3cc(F)ccc3o2)cc1, O, c1ccncc1. Yields the product Oc1ccc(-c2cc3cc(F)ccc3o2)cc1. As a reaction SMILES: [ClH:25].[F:1][c:2]1[cH:3][cH:4][c:5]2[c:6]([cH:7][c:8](-[c:10]3[cH:11][cH:12][c:13]([O:16][CH3:17])[cH:14][cH:15]3)[o:9]2)[cH:18]1.[OH2:26].[cH:19]1[cH:20][cH:21][n:22][cH:23][cH:24]1>>[F:1][c:2]1[cH:3][cH:4][c:5]2[c:6]([cH:7][c:8](-[c:10]3[cH:11][cH:12][c:13]([OH:16])[cH:14][cH:15]3)[o:9]2)[cH:18]1. Reported procedure: A suspension of N-(cyclohexylmethyl)-2-{3-[4-(2-methoxyphenyl)piperazino]propanoyl}-1-hydrazinecarboxamide D4 (0.40 g, 0.96 mmol) in 2M NaOH aqueous solution (10 mL) was heated at reflux for 7 hrs. The resulting precipitate was filtered, washed with water and diethyl ether to afford 0.22 g (57%) 4-(cyclohexylmethyl)-5-{2-[4-(2-methoxyphenyl)piperazino]ethyl}-2,4-dihydro-3H-1,2,4-triazol-3-one E17 as a white solid. Reaction SMILES: [CH:1]1([CH2:7][NH:8][C:9]([NH:11][NH:12][C:13](=O)[CH2:14][CH2:15][N:16]2[CH2:21][CH2:20][N:19]([C:22]3[CH:27]=[CH:26][CH:25]=[CH:24][C:23]=3[O:28][CH3:29])[CH2:18][CH2:17]2)=[O:10])[CH2:6][CH2:5][CH2:4][CH2:3][CH2:2]1>[OH-].[Na+]>[CH:1]1([CH2:7][N:8]2[C:13]([CH2:14][CH2:15][N:16]3[CH2:21][CH2:20][N:19]([C:22]4[CH:27]=[CH:26][CH:25]=[CH:24][C:23]=4[O:28][CH3:29])[CH2:18][CH2:17]3)=[N:12][NH:11][C:9]2=[O:10])[CH2:6][CH2:5][CH2:4][CH2:3][CH2:2]1 |f:1.2|. The reactants are C1(CCCCC1)CNC(=O)NNC(CCN1CCN(CC1)C1=C(C=CC=C1)OC)=O (N-(Cyclohexylmethyl)-2-{3-[4-(2-methoxyphenyl)piperazino]propanoyl}-1-hydrazinecarboxamide). Product: C1(CCCCC1)CN1C(NN=C1CCN1CCN(CC1)C1=C(C=CC=C1)OC)=O (4-(cyclohexylmethyl)-5-{2-[4-(2-methoxyphenyl)piperazino]ethyl}-2,4-dihydro-3H-1,2,4-triazol-3-one). Solvent: [OH-].[Na+] (NaOH). The yield is 57.4%.